From a dataset of the Open Reaction Database (ORD), a public repository of structured organic reaction records. describe an organic reaction: reactants, conditions, products, and yield Conditions: time 1 hour. Reaction SMILES: [CH:1]([C:3]1[S:7][C:6]([C:8]2[S:9][CH:10]=[CH:11][CH:12]=2)=[CH:5][CH:4]=1)=O.C1C=CC(P(C2C=CC=CC=2)C2C=CC=CC=2)=CC=1.[C:32](Br)(Br)([Br:34])[Br:33].C(C1SC(C2SC=CC=2)=CC=1)=O.ClCCl>ClCCl.CCCCCC>[Br:33][C:32]([Br:34])=[CH:1][C:3]1[S:7][C:6]([C:8]2[S:9][CH:10]=[CH:11][CH:12]=2)=[CH:5][CH:4]=1 |f:3.4|. Reactants: C(=O)C1=CC=C(S1)C=1SC=CC1.ClCCl (5-formyl-2,2'-bithiophene dichloromethane), C(=O)C1=CC=C(S1)C=1SC=CC1 (5-formyl-2,2'-bithiophene), C1=CC=C(C=C1)P(C2=CC=CC=C2)C3=CC=CC=C3 (PPh3), C(Br)(Br)(Br)Br (CBr4). Reported procedure: 0.55 g of 5-formyl-2,2'-bithiophene was dissolved in 10 ml of dichloromethane. 1.95 g of PPh3 and 1.23 g of CBr4 were dissolved in 40 ml of dichloromethane and mixed with the 5-formyl-2,2'-bithiophene/dichloromethane solution under nitrogen gas atmosphere at 0° C. After the mixture was stirred for 1 hour and 10 ml of n-hexane was added to precipitate the triphenyl-phosphine oxide. And the reaction solution was filtered. Further, 100 ml of n-hexane was then added into the solution and the yellowi... Solvent: CCCCCC (n-hexane), ClCCl (dichloromethane), ClCCl (dichloromethane). The product is BrC(=CC1=CC=C(S1)C=1SC=CC1)Br (5-(2,2-dibromoethenyl)-2,2'-bithiophene). RXN SMILES: [C:1]([CH3:2])([CH3:3])([CH3:4])[O:5][C:6]([CH2:7][CH:8]1[CH2:9][CH:10]([C:12]([N:13]([CH3:14])[O:15][CH3:16])=[O:17])[CH2:11]1)=[O:18].[Cl:26][CH2:27][Cl:28].[OH:19][C:20]([C:21]([F:22])([F:23])[F:24])=[O:25]>>[O:5]=[C:6]([CH2:7][CH:8]1[CH2:9][CH:10]([C:12]([N:13]([CH3:14])[O:15][CH3:16])=[O:17])[CH2:11]1)[OH:18]. The reactants are CON(C)C(=O)C1CC(CC(=O)OC(C)(C)C)C1, ClCCl, O=C(O)C(F)(F)F. Yields the product CON(C)C(=O)C1CC(CC(=O)O)C1. Starting materials: O=CO, ClCCl, CC(C)(C)OC(=O)CN1C(=O)C(F)(F)c2ccccc21. The product is O=C(O)CN1C(=O)C(F)(F)c2ccccc21. RXN SMILES: [CH:24]([OH:25])=[O:26].[Cl:21][CH2:22][Cl:23].[F:1][C:2]1([F:20])[C:3](=[O:19])[N:4]([CH2:11][C:12](=[O:13])[O:14][C:15]([CH3:16])([CH3:17])[CH3:18])[c:5]2[cH:6][cH:7][cH:8][cH:9][c:10]21>>[F:1][C:2]1([F:20])[C:3](=[O:19])[N:4]([CH2:11][C:12](=[O:13])[OH:14])[c:5]2[cH:6][cH:7][cH:8][cH:9][c:10]21. The reactants are BrCc1ccccc1, CC(C)=O, Cc1c2ccnc(Cl)c2cc2c1[nH]c1ccc(O)cc12, [K+], [K+], O=C([O-])[O-], CN(C)C=O. Product: Cc1c2ccnc(Cl)c2cc2c1[nH]c1ccc(OCc3ccccc3)cc12. As a reaction SMILES: [Br:1][CH2:2][c:3]1[cH:4][cH:5][cH:6][cH:7][cH:8]1.[CH3:40][C:41](=[O:42])[CH3:43].[Cl:9][c:10]1[n:11][cH:12][cH:13][c:14]2[c:15]([CH3:28])[c:16]3[nH:17][c:18]4[cH:19][cH:20][c:21]([OH:27])[cH:22][c:23]4[c:24]3[cH:25][c:26]12.[K+:34].[K+:35].[O-:36][C:37]([O-:38])=[O:39].[O:29]=[CH:30][N:31]([CH3:32])[CH3:33]>>[CH2:2]([c:3]1[cH:4][cH:5][cH:6][cH:7][cH:8]1)[O:27][c:21]1[cH:20][cH:19][c:18]2[nH:17][c:16]3[c:15]([CH3:28])[c:14]4[cH:13][cH:12][n:11][c:10]([Cl:9])[c:26]4[cH:25][c:24]3[c:23]2[cH:22]1. Product: B(O)(O)C1=CC=C(C=C1)C (p-boronotoluene). Procedure details: p-Boronophenylalanine can be synthesized by the scheme illustrated in FIG. 5D. Accordingly, from p-bromotoluene 81 by Grignard reaction and treatment with triethylborate at -78° C. followed by hydrolysis gave p-boronotoluene 82. This on bromination and oxidation gave 84 according to Snyder et al. (1958) J Am Chem Soc 80:835-838. Further treatment with N-methyldiethanolamine in THF afforded the cyclic boronate, which on reaction with ethylisocyanate and sodium hydride at -70°-20° C. gave (Z)-ethy... Reactants: B(O)(O)C1=CC=C(C[C@H](N)C(=O)O)C=C1 (p-Boronophenylalanine), BrC1=CC=C(C=C1)C (p-bromotoluene), C(C)OB(OCC)OCC (triethylborate). Reaction SMILES: [B:1]([C:4]1[CH:15]=[CH:14][C:7]([CH2:8][C@@H](C(O)=O)N)=[CH:6][CH:5]=1)([OH:3])[OH:2].BrC1C=CC(C)=CC=1.C(OB(OCC)OCC)C>>[B:1]([C:4]1[CH:15]=[CH:14][C:7]([CH3:8])=[CH:6][CH:5]=1)([OH:3])[OH:2]. Reactants: C(C)S(=O)C=1OC2=CC=CC=C2C(C1COC1OCCCC1)=O (2-ethylsulfinyl-3-((2-tetrahydropyranyloxy)methyl) chromen-4-one), C(C)(C)(C)C1=CC=C(CS)C=C1 (4-tertbutylbenzyl mercaptan). The solvent is C(C)#N (Acetonitrile). Conditions: time 10 hour. Yields the product C(C)(C)(C)C1=CC=C(CSC=2OC3=CC=CC=C3C(C2COC2OCCCC2)=O)C=C1 (2-(4-tertbutylbenzyl)thio-3-((2-tetrahydropyranyloxy)methyl) chromen-4-one). RXN SMILES: [CH2:1]([S:3]([C:5]1[O:6][C:7]2[C:12]([C:13](=[O:23])[C:14]=1[CH2:15][O:16][CH:17]1[CH2:22][CH2:21][CH2:20][CH2:19][O:18]1)=[CH:11][CH:10]=[CH:9][CH:8]=2)=O)[CH3:2].[C:24]([C:28]1[CH:35]=[CH:34]C(CS)=[CH:30][CH:29]=1)([CH3:27])([CH3:26])[CH3:25]>C(#N)C>[C:24]([C:28]1[CH:35]=[CH:34][C:2]([CH2:1][S:3][C:5]2[O:6][C:7]3[C:12]([C:13](=[O:23])[C:14]=2[CH2:15][O:16][CH:17]2[CH2:22][CH2:21][CH2:20][CH2:19][O:18]2)=[CH:11][CH:10]=[CH:9][CH:8]=3)=[CH:30][CH:29]=1)([CH3:27])([CH3:26])[CH3:25]. Procedure: Into a 25 mL round bottom flask is introduced 2-ethylsulfinyl-3-((2-tetrahydropyranyloxy)methyl) chromen-4-one (5 g, 14.87 mmol). Acetonitrile is then added to it followed by 4-tertbutylbenzyl mercaptan (74.3 mmol). The reaction mixture is stirred for 10 hours at room temperature after which the solvent is removed in vacuo. The crude residue obtained is purified by silica gel chromatography (ethyl acetate:hexanes) to obtain the product. Yields the product c1ccc(C2CC2NCn2nnc3ccccc32)cc1. As a reaction SMILES: [CH2:20]=[O:21].[c:10]1([CH:16]2[CH:17]([NH2:19])[CH2:18]2)[cH:11][cH:12][cH:13][cH:14][cH:15]1.[nH:1]1[n:2][n:3][c:4]2[c:5]1[cH:6][cH:7][cH:8][cH:9]2>>[n:1]1([CH2:20][NH:19][CH:17]2[CH:16]([c:10]3[cH:11][cH:12][cH:13][cH:14][cH:15]3)[CH2:18]2)[n:2][n:3][c:4]2[c:5]1[cH:6][cH:7][cH:8][cH:9]2. Starting materials: C=O, NC1CC1c1ccccc1, c1ccc2[nH]nnc2c1. Starting materials: [Br-], CCC1(COS(C)(=O)=O)COC1, OCCCCCO, CCCC[N+](CCCC)(CCCC)CCCC, [Na+], [OH-]. Product: CCC1(COCCCCCO)COC1. As a reaction SMILES: [Br-:22].[CH2:10]([CH3:11])[C:12]1([CH2:16][O:17][S:18]([CH3:19])(=[O:20])=[O:21])[CH2:13][O:14][CH2:15]1.[CH2:1]([CH2:2][CH2:3][CH2:4][CH2:5][OH:6])[OH:7].[CH3:23][CH2:24][CH2:25][CH2:26][N+:27]([CH2:28][CH2:29][CH2:30][CH3:31])([CH2:32][CH2:33][CH2:34][CH3:35])[CH2:36][CH2:37][CH2:38][CH3:39].[Na+:9].[OH-:8]>>[CH2:1]([CH2:2][CH2:3][CH2:4][CH2:5][O:6][CH2:16][C:12]1([CH2:10][CH3:11])[CH2:13][O:14][CH2:15]1)[OH:7]. Starting materials: C1(=CC=CC=C1)S(=O)(=O)N1C2=CC=CC=C2C=2C(=CC=CC12)OCC1OC1 (9-benzenesulfonyl-4-oxiranylmethoxy-9H-carbazole), COC1=C(OCCN)C=CC=C1 (2-(2-methoxy-phenoxy]-ethyl-amine). Product: C1(=CC=CC=C1)S(=O)(=O)N1C2=CC=CC=C2C=2C(=CC=CC12)OCC(CN(CCOC1=C(C=CC=C1)OC)CC1=CC=CC=C1)O (1-(9-benzenesulfonyl-9H-carbazol-4-yloxy)-3-{benzyl-[2-(2-methoxy-phenoxy)ethyl]-amino}-propan-2-ol). RXN SMILES: [C:1]1([S:7]([N:10]2[C:22]3[CH:21]=[CH:20][CH:19]=[C:18]([O:23][CH2:24][CH:25]4[CH2:27][O:26]4)[C:17]=3[C:16]3[C:11]2=[CH:12][CH:13]=[CH:14][CH:15]=3)(=[O:9])=[O:8])[CH:6]=[CH:5][CH:4]=[CH:3][CH:2]=1.[CH3:28][O:29][C:30]1[CH:39]=[CH:38][CH:37]=[CH:36][C:31]=1[O:32][CH2:33][CH2:34][NH2:35]>>[C:1]1([S:7]([N:10]2[C:22]3[CH:21]=[CH:20][CH:19]=[C:18]([O:23][CH2:24][CH:25]([OH:26])[CH2:27][N:35]([CH2:17][C:16]4[CH:11]=[CH:12][CH:13]=[CH:14][CH:15]=4)[CH2:34][CH2:33][O:32][C:31]4[CH:36]=[CH:37][CH:38]=[CH:39][C:30]=4[O:29][CH3:28])[C:17]=3[C:16]3[C:11]2=[CH:12][CH:13]=[CH:14][CH:15]=3)(=[O:8])=[O:9])[CH:6]=[CH:5][CH:4]=[CH:3][CH:2]=1. Procedure: reaction of 9-benzenesulfonyl-4-oxiranylmethoxy-9H-carbazole with benzyl-[2-(2-methoxy-phenoxy]-ethyl-amine to give a 1-(9-benzenesulfonyl-9H-carbazol-4-yloxy)-3-{benzyl-[2-(2-methoxy-phenoxy)ethyl]-amino}-propan-2-ol;